From a dataset of the Open Reaction Database (ORD), a public repository of structured organic reaction records. describe an organic reaction: reactants, conditions, products, and yield Reactants: CC=1NC(=C(C(C1C(=O)OCCOCC)C1=CC(=CC=C1)[N+](=O)[O-])C(=O)OCCOCC)C (bis(2-ethoxyethyl) 2,6-dimethyl-4-(3-nitrophenyl)-1,4 -dihydropyridine-3,5-dicarboxylate), O1CCCC1 (tetrahydrofuran), ClCOCC (chloromethoxyethane), oil, [H-].[Na+] (sodium hydride), O1CCCC1 (tetrahydrofuran), O1CCCC1 (tetrahydrofuran). Solvent: O (water), C(C)(=O)O (acetic acid). Conditions: time 30 minute. Product: C(C)OCN1C(=C(C(C(=C1C)C(=O)OCCOCC)C1=CC(=CC=C1)[N+](=O)[O-])C(=O)OCCOCC)C (bis(2-ethoxyethyl) N-ethoxymethyl-2,6-dimethyl-4-(3-nitrophenyl)-1,4-dihydropyridine-3,5-dicarboxylate). As a reaction SMILES: [O:1]1[CH2:5]C[CH2:3][CH2:2]1.[CH3:6][C:7]1[NH:8][C:9]([CH3:38])=[C:10]([C:30]([O:32][CH2:33][CH2:34][O:35][CH2:36][CH3:37])=[O:31])[CH:11]([C:21]2[CH:26]=[CH:25][CH:24]=[C:23]([N+:27]([O-:29])=[O:28])[CH:22]=2)[C:12]=1[C:13]([O:15][CH2:16][CH2:17][O:18][CH2:19][CH3:20])=[O:14].[H-].[Na+].ClCOCC>O.C(O)(=O)C>[CH2:2]([O:1][CH2:5][N:8]1[C:7]([CH3:6])=[C:12]([C:13]([O:15][CH2:16][CH2:17][O:18][CH2:19][CH3:20])=[O:14])[CH:11]([C:21]2[CH:26]=[CH:25][CH:24]=[C:23]([N+:27]([O-:29])=[O:28])[CH:22]=2)[C:10]([C:30]([O:32][CH2:33][CH2:34][O:35][CH2:36][CH3:37])=[O:31])=[C:9]1[CH3:38])[CH3:3] |f:2.3|. Reported procedure: In 20 ml. of anhydrous tetrahydrofuran was dissolved 10 g. of bis(2-ethoxyethyl) 2,6-dimethyl-4-(3-nitrophenyl)-1,4 -dihydropyridine-3,5-dicarboxylate and then the solution was added dropwise to 10 ml. of an anhydrous tetrahydrofuran suspension of 1.2 g. of a 50% oil dispersion of sodium hydride under stirring. After stirring the mixture further for 30 minutes at room temperature, the mixture was cooled to -10° C., 5 ml. of anhydrous tetrahydrofuran solution of 2.5 g. of chloromethoxyethane was ... Reactants: C1=CN(C=N1)C(=O)N2C=CN=C2 (CDI), C1(=CC=CC=C1)S(=O)(=O)CCSC1=C(C(=O)O)C=CC=N1 (2-(2-(phenylsulfonyl)ethylthio)nicotinic acid), C(C(C)C)N (isobutylamine). Solvent: C(C)(=O)OCC (ethyl acetate), C(Cl)Cl (DCM). Procedure details: 171 mg (1.05 mmol) of CDI were added to a solution of 323 mg (1.00 mmol) of 2-(2-(phenylsulfonyl)ethylthio)nicotinic acid in DCM (16 ml), and the mixture was stirred for 1 hour at RT. 99 μl (1.00 mmol) of isobutylamine were then added, and stirring was continued for a further 5 days at RT. The reaction solution was then washed in each case twice with a 4 M aq. ammonium chloride solution and a 1 M aq. sodium hydrogen carbonate solution. The organic phase was dried over MgSO4, filtered and concent... Yields the product C(C(C)C)NC(C1=C(N=CC=C1)SCCS(=O)(=O)C1=CC=CC=C1)=O (N-(isobutyl)-2-(2-(phenylsulfonyl)ethylthio)nicotinamide). Conditions: time 1 hour. As a reaction SMILES: C1N=CN(C(N2C=NC=C2)=O)C=1.[C:13]1([S:19]([CH2:22][CH2:23][S:24][C:25]2[N:33]=[CH:32][CH:31]=[CH:30][C:26]=2[C:27]([OH:29])=O)(=[O:21])=[O:20])[CH:18]=[CH:17][CH:16]=[CH:15][CH:14]=1.[CH2:34]([NH2:38])[CH:35]([CH3:37])[CH3:36]>C(Cl)Cl.C(OCC)(=O)C>[CH2:34]([NH:38][C:27](=[O:29])[C:26]1[CH:30]=[CH:31][CH:32]=[N:33][C:25]=1[S:24][CH2:23][CH2:22][S:19]([C:13]1[CH:14]=[CH:15][CH:16]=[CH:17][CH:18]=1)(=[O:20])=[O:21])[CH:35]([CH3:37])[CH3:36]. Starting materials: COC(C[C@H](CC)NC(=O)C1=NC=CC=C1N)=O ((S)-3-[(3-amino-pyridine-2-carbonyl)-amino]-pentanoic acid methyl ester), C(=O)(N1C=NC=C1)N1C=NC=C1 (1,1′-carbonyldiimidazole), N12CCCCCC2=NCCC1 (1,8-diazabicyclo[5.4.0]undec-7-ene). The solvent is O1CCCC1 (tetrahydrofuran), O (water). Conditions: time 60 hour. Yields the product COC(C[C@H](CC)N1C(NC2=C(C1=O)N=CC=C2)=O)=O ((S)-3-(2,4-dioxo-1,4-dihydro-2H-pyrido[3,2-d]pyrimidin-3-yl)-pentanoic acid methyl ester). Yield: 90.6%. RXN SMILES: [CH3:1][O:2][C:3](=[O:18])[CH2:4][C@@H:5]([NH:8][C:9]([C:11]1[C:16]([NH2:17])=[CH:15][CH:14]=[CH:13][N:12]=1)=[O:10])[CH2:6][CH3:7].[C:19](N1C=CN=C1)(N1C=CN=C1)=[O:20].N12CCCN=C1CCCCC2>O1CCCC1.O>[CH3:1][O:2][C:3](=[O:18])[CH2:4][C@@H:5]([N:8]1[C:9](=[O:10])[C:11]2[N:12]=[CH:13][CH:14]=[CH:15][C:16]=2[NH:17][C:19]1=[O:20])[CH2:6][CH3:7]. Reported procedure: To a solution of 250 mg of (S)-3-[(3-amino-pyridine-2-carbonyl)-amino]-pentanoic acid methyl ester in tetrahydrofuran (10 mL) is added 403 mg of 1,1′-carbonyldiimidazole and 0.04 mL of 1,8-diazabicyclo[5.4.0]undec-7-ene at room temperature and the mixture is stirred at room temperature for 60 h. The reaction mixture is diluted with 50 mL of water and the product is extracted with ethyl acetate (50 mL×3). The combined organic layers are dried over sodium sulfate and concentrated. The residue is p... Reactants: [Al+3].[Cl-].[Cl-].[Cl-] (AlCl3), C1(C=2C(C(=O)O1)=CC=CC2)=O (phthalic anhydride), ClC1=C(C=C(O)C=C1)O (4-chlororesorcinol). Solvent: [N+](=O)([O-])C1=CC=CC=C1 (nitrobenzene). Conditions: time 8 hour. Product: C(=O)(O)C1=C(C=CC=C1)C(C1=C(C=C(C(=C1)Cl)O)O)=O (2′-Carboxy-5-chloro-2,4-dihydroxybenzophenone). RXN SMILES: [Al+3].[Cl-].[Cl-].[Cl-].[C:5]1(=[O:15])[O:10][C:8](=[O:9])[C:7]2=[CH:11][CH:12]=[CH:13][CH:14]=[C:6]12.[Cl:16][C:17]1[CH:23]=[CH:22][C:20]([OH:21])=[CH:19][C:18]=1[OH:24]>[N+](C1C=CC=CC=1)([O-])=O>[C:8]([C:7]1[CH:11]=[CH:12][CH:13]=[CH:14][C:6]=1[C:5](=[O:15])[C:22]1[CH:23]=[C:17]([Cl:16])[C:18]([OH:24])=[CH:19][C:20]=1[OH:21])([OH:10])=[O:9] |f:0.1.2.3|. Procedure details: AlCl3 (40.0 g, 300 mmol) was added to a solution of phthalic anhydride (20.0 g, 135 mmol) and 4-chlororesorcinol (18.8 g, 130 mmol) in 225 ml nitrobenzene and purged with N2. After stirring overnight, the solution was poured into a vigorously stirred biphasic solution of 750 ml hexanes and 1.0 L 0.5 M aqueous HCl. The solution was allowed to stir for 2 h and the light tan precipitate that formed was filtered and washed with 200 ml aqueous 0.1 M HCl and 300 ml hexanes. The crude product was cryst... The reactants are B(F)(F)F.CSC (Borontrifluoride dimethylsulfide), C(C)(=O)C=1C=C(C=CC1)C1=NC=C(C=C1)C=1C=NN(C1C1=CC(=CC(=C1)C)OC)CC#N ([4-(2-(3-acetylphenyl)pyridin-5-yl)-5-(3-methoxy-5-methylphenyl)-pyrazol-1-yl]acetonitrile). Solvent: ClCCl (dichloromethane). Conditions: time 24 hour. The product is C(C)(=O)C=1C=C(C=CC1)C1=NC=C(C=C1)C=1C=NN(C1C1=CC(=CC(=C1)C)O)CC#N ([4-(2-(3-acetylphenyl)pyridin-5-yl)-5-(3-hydroxy-5-methylphenyl)-pyrazol-1-yl]acetonitrile). As a reaction SMILES: B(F)(F)F.CSC.[C:8]([C:11]1[CH:12]=[C:13]([C:17]2[CH:22]=[CH:21][C:20]([C:23]3[CH:24]=[N:25][N:26]([CH2:37][C:38]#[N:39])[C:27]=3[C:28]3[CH:33]=[C:32]([CH3:34])[CH:31]=[C:30]([O:35]C)[CH:29]=3)=[CH:19][N:18]=2)[CH:14]=[CH:15][CH:16]=1)(=[O:10])[CH3:9]>ClCCl>[C:8]([C:11]1[CH:12]=[C:13]([C:17]2[CH:22]=[CH:21][C:20]([C:23]3[CH:24]=[N:25][N:26]([CH2:37][C:38]#[N:39])[C:27]=3[C:28]3[CH:33]=[C:32]([CH3:34])[CH:31]=[C:30]([OH:35])[CH:29]=3)=[CH:19][N:18]=2)[CH:14]=[CH:15][CH:16]=1)(=[O:10])[CH3:9] |f:0.1|. Procedure details: Borontrifluoride-dimethylsulfide (0.13 mL, 1.2 mmol) was dropwise added to a solution of the methoxy compound (50.7 mg, 0.12 mmol) prepared in Example 71 in dichloromethane (4 mL) at room temperature under nitrogen atmosphere, and stirred for 24 hours. The reaction mixture was concentrated by vacuum distillation. The residue was treated in ethyl acetate (100 mL) and brine (50 mL), and the organic layer was dried over anhydrous magnesium sulfate and distilled under vacuum. Purification through co... Starting materials: CC1(OCCN1C(=O)[O-])C (2,2-dimethyl-3-oxazolidinecarboxylate), C(C)(C)(C)S(=O)(=O)C[C@H](C(=O)N[C@@H](CC1=CN=CN1C1=C(C=C(C=C1)[N+](=O)[O-])[N+](=O)[O-])C(=O)O)CC1=CC=CC=C1 (N-[(S)-α-[(t-butylsulphonyl)methyl]hydrocinnamoyl]-3-(2,4-dinitrophenyl)-L-histidine). Product: N1C=NC(=C1)CCC(=O)N (imidazole-4-propionamide). As a reaction SMILES: CC1(C)[N:6](C([O-])=O)CCO1.C(S(C[C@@H](CC1C=CC=CC=1)C(N[C@H:23]([C:42]([OH:44])=O)[CH2:24][C:25]1[N:29](C2C=CC([N+]([O-])=O)=CC=2[N+]([O-])=O)[CH:28]=[N:27][CH:26]=1)=O)(=O)=O)(C)(C)C>>[NH:27]1[CH:26]=[C:25]([CH2:24][CH2:23][C:42]([NH2:6])=[O:44])[N:29]=[CH:28]1. Procedure: In an analogous manner to that described in Example 16, by reacting t-butyl (4S,5R)-4-(cyclohexylmethyl)-5-[(R or S)-hydroxy-[(R or S)-tetrahydro-2-furyl]-methyl]-2,2-dimethyl-3-oxazolidinecarboxylate with N-[(S)-α-[(t-butylsulphonyl)methyl]hydrocinnamoyl]-3-(2,4-dinitrophenyl)-L-histidine there is obtained (S)-α-[(S)-α-[(t-butylsulphonyl)methyl]hydrocinnamamido]-N-[(1S,2R,3R or S)-1-(cyclohexylmethyl)-2,3-dihydroxy-3[(R or S)-tetrahydro-2-furyl]propyl]imidazole-4-propionamide in the form of a y...